From a dataset of the Open Reaction Database (ORD), a public repository of structured organic reaction records. describe an organic reaction: reactants, conditions, products, and yield Starting materials: Hastelloy, C(C(C)C)C1=CC=C(C=C1)C(C)O (α-(4-isobutylphenyl) ethyl alcohol), O (water), O1CCOCC1 (dioxane), C(C(C)C)C1=CC=C(C=C1)C(C)O (α-(4-isobutylphenyl) ethyl alcohol), O (water), C(C(C)C)C1=CC=C(C=C)C=C1 (4-isobutylstyrene). Reagents/catalysts: [Rh](I)(I)I (rhodium iodide). Yields the product C(C(C)C)C1=CC=C(C=C1)C(C(=O)O)C (α-(4-isobutylphenyl)-propionic acid). As a reaction SMILES: [CH2:1]([C:5]1[CH:10]=[CH:9][C:8]([CH:11](O)[CH3:12])=[CH:7][CH:6]=1)[CH:2]([CH3:4])[CH3:3].[OH2:14].C(C1C=CC(C=C)=CC=1)C(C)C.[O:27]1[CH2:32]COCC1>[Rh](I)(I)I>[CH2:1]([C:5]1[CH:10]=[CH:9][C:8]([CH:11]([CH3:12])[C:32]([OH:27])=[O:14])=[CH:7][CH:6]=1)[CH:2]([CH3:4])[CH3:3]. Reported procedure: A 300-ml autoclave made of Hastelloy was charged with 9.1 g (51.1 mmol) of α-(4-isobutylphenyl) ethyl alcohol, 1.5 g (3.10 mmol) of rhodium iodide, 5.8 g (322 mmol) of water, which gave a concentration of water in the reaction mixture of 2.9 mol/1, and 100 ml of dioxane, as a solvent, to cause a reaction to occur therein under the same conditions as those defined in Example 1. After the completion of the reaction, the gas chromatographic and NMR analysis of the contents indicated that 59% of the... Starting materials: C(C)N=C=NCCCN(C)C (1-Ethyl-3-(3-dimethylaminopropyl)carbodiimide), C(C)(=O)OC(C(=O)NCCC(=O)O)C(COC(C)=O)(C)C (3-[N-(2,4-diacetoxy-3,3-dimethyl-1-oxobutyl)amino]propionic acid), C1=CC(=CC=C1N)O (p-aminophenol). The solvent is C(Cl)Cl (methylene chloride). Product: C(C)(=O)OC(C(=O)NCCC(=O)NC1=CC=C(C=C1)O)C(COC(C)=O)(C)C (2,4-Diacetoxy-N-[3-[(4-hydroxyphenyl)amino]-3-oxopropyl]-3,3-dimethylbutanamide). Yield: 48.7%. RXN SMILES: C(N=C=NCCCN(C)C)C.[C:12]([O:15][CH:16]([C:25]([CH3:32])([CH3:31])[CH2:26][O:27][C:28](=[O:30])[CH3:29])[C:17]([NH:19][CH2:20][CH2:21][C:22]([OH:24])=O)=[O:18])(=[O:14])[CH3:13].[CH:33]1[C:38]([NH2:39])=[CH:37][CH:36]=[C:35]([OH:40])[CH:34]=1>C(Cl)Cl>[C:12]([O:15][CH:16]([C:25]([CH3:32])([CH3:31])[CH2:26][O:27][C:28](=[O:30])[CH3:29])[C:17]([NH:19][CH2:20][CH2:21][C:22]([NH:39][C:38]1[CH:33]=[CH:34][C:35]([OH:40])=[CH:36][CH:37]=1)=[O:24])=[O:18])(=[O:14])[CH3:13]. Procedure details: 1-Ethyl-3-(3-dimethylaminopropyl)carbodiimide (2.30 g) was added to a solution of 3.03 g of 3-[N-(2,4-diacetoxy-3,3-dimethyl-1-oxobutyl)amino]propionic acid and 2.18 g of p-aminophenol in 50 ml of methylene chloride, and the mixture was stirred for one night. After completion of the reaction, the reaction mixture was washed with water, and dried over anhydrous sodium sulfate. After removing the solvent by evaporation, the residue obtained was purified by silica gel column chromatography to obtai... Reactants: BrC1=C(C=C(C=C1)C)C (4-bromo-m-xylene), II (iodine), resultant suspension, Cl (HCl), N1=C(Cl)N=C(Cl)N=C1Cl (cyanuric chloride). The solvent is C1CCOC1 (THF), C1CCOC1 (THF), C1CCOC1 (THF), C1(=CC=CC=C1)C (toluene). Yields the product ClC1=NC(=NC(=N1)Cl)C1=C(C=C(C=C1)C)C (2,4-dichloro-6-(2,4-dimethylphenyl)-1,3,5-triazine). The yield is 79.8%. As a reaction SMILES: II.Br[C:4]1[CH:9]=[CH:8][C:7]([CH3:10])=[CH:6][C:5]=1[CH3:11].[N:12]1[C:19]([Cl:20])=[N:18][C:16](Cl)=[N:15][C:13]=1[Cl:14].Cl>C1COCC1.C1(C)C=CC=CC=1>[Cl:14][C:13]1[N:12]=[C:19]([Cl:20])[N:18]=[C:16]([C:4]2[CH:9]=[CH:8][C:7]([CH3:10])=[CH:6][C:5]=2[CH3:11])[N:15]=1. Reported procedure: 17.0 g (0.70 mol) of iodine-activated magnesium turnings in 25 ml of anhydrous THF are heated briefly to 60° C. Then 154.9 g (0.70 mol) of 4-bromo-m-xylene (in c. 90% purity) and 155 ml of THF are added dropwise over 30 min and the mixture is heated for 2 hours to reflux. After cooling, the Grignard solution is added over 1.5 hours to a mixture of 43.0 g (0.233 mol) of cyanuric chloride and 150 ml of THF, while keeping the temperature of the mixture in the range from 0° to 10° C. The mixture is ... The solvent is C(Cl)Cl (CH2Cl2). Conditions: temperature -30 celsius, time 10 hour. Reactants: C(C1=CC=CC=C1)=O (benzaldehyde), N1=C(C=CC=C1C)C (2,6-lutidine), O (water), CC(=O)OC(=O)C (Ac2O), [C-]#N.[K+] (KCN). Procedure details: To a mixture of KCN (5.0 g, 77 mmol) and catalyst 1a (R1=R2=tBu)(0.3 g, 0.25 mmol) in CH2Cl2 (60 ml) were added with stirring benzaldehyde (2.5 ml, 25 mmol), 2,6-lutidine (0.28 ml, 2.4 mmol) and water (0.4 ml, 24 mmol). The reaction mixture was cooled to −30° C. and Ac2O (5 ml, 53 mmol) was added. The reaction mixture was stirred for 10 hours at −30° C. and then filtered, passed through a SiO2 column (1 cm×10 cm) in a mixture of hexane/AcOEt 10:1 to remove the catalyst. The filtrate was evaporat... Yield: 642.2%. Reaction SMILES: [C-]#N.[K+].[CH:4](=[O:11])[C:5]1[CH:10]=[CH:9][CH:8]=[CH:7][CH:6]=1.[N:12]1C(C)=CC=C[C:13]=1C.O.[CH3:21][C:22]([O:24]C(C)=O)=O>C(Cl)Cl>[C:22]([O:11][C@@H:4]([C:5]1[CH:10]=[CH:9][CH:8]=[CH:7][CH:6]=1)[C:13]#[N:12])(=[O:24])[CH3:21] |f:0.1|. Yields the product C(C)(=O)O[C@H](C#N)C1=CC=CC=C1 (O-Acetyl (S)-mandelonitrile). Reagents/catalysts: catalyst 1a. The reactants are COC(C(C)(C)N1C=NC(=C1)NC(C(CCC)NC1CC2=C(C=C(C=C2CC1)F)F)=O)=O (2-{4-[2-(6,8-Difluoro-1,2,3,4-tetrahydro-naphthalen-2-ylamino)-pentanoylamino]-imidazol-1-yl}-2-methyl-propionic acid methyl ester), [H-].[H-].[H-].[H-].[Li+].[Al+3] (LAH). The product is OCC(C)(C)N1C=NC(=C1)NC(C(CCC)NC1CC2=C(C=C(C=C2CC1)F)F)=O (2-(6,8-Difluoro-1,2,3,4-tetrahydro-naphthalen-2-ylamino)-pentanoic acid [1-(2-hydroxy-1,1-dimethyl-ethyl)-1H-imidazol-4-yl]-amide). Reaction SMILES: C[O:2][C:3](=O)[C:4]([N:7]1[CH:11]=[C:10]([NH:12][C:13](=[O:31])[CH:14]([NH:18][CH:19]2[CH2:28][CH2:27][C:26]3[C:21](=[C:22]([F:30])[CH:23]=[C:24]([F:29])[CH:25]=3)[CH2:20]2)[CH2:15][CH2:16][CH3:17])[N:9]=[CH:8]1)([CH3:6])[CH3:5].[H-].[H-].[H-].[H-].[Li+].[Al+3]>>[OH:2][CH2:3][C:4]([N:7]1[CH:11]=[C:10]([NH:12][C:13](=[O:31])[CH:14]([NH:18][CH:19]2[CH2:28][CH2:27][C:26]3[C:21](=[C:22]([F:30])[CH:23]=[C:24]([F:29])[CH:25]=3)[CH2:20]2)[CH2:15][CH2:16][CH3:17])[N:9]=[CH:8]1)([CH3:5])[CH3:6] |f:1.2.3.4.5.6|. Procedure: 2-{4-[2-(6,8-Difluoro-1,2,3,4-tetrahydro-naphthalen-2-ylamino)-pentanoylamino]-imidazol-1-yl}-2-methyl-propionic acid methyl ester was reduced using LAH to afford the title compound: mixture of diasteromers C13 NMR (100 MHz, CDCl3) 14.1, 14.2, 14.4, 19.4, 19.5, 21.2, 22.7, 24.7, 24.8, 24.9, 28.1, 28.3, 28.8, 28.9, 29.6, 29.7, 36.4, 52.1, 52.7, 59.3, 60.0, 60.6, 60.7, 70.5, 100.8, 101.0, 101.3, 104.6, 110.5, 110.6, 110.7, 110.8, 117.9, 118.1, 118.4, 118.6, 131.2, 131.3, 137.3, 137.4, 139.5, 139.6... Reaction SMILES: [CH2:1]([N:8]1[CH2:13][CH2:12][N:11]([C:14](=[O:30])[CH2:15][CH2:16][NH:17]S(C2C=CC=CC=2[N+]([O-])=O)(=O)=O)[CH2:10][CH2:9]1)[C:2]1[CH:7]=[CH:6][CH:5]=[CH:4][CH:3]=1.C(OC(NCCCC[C@H](N[CH2:51][CH2:52][CH2:53][O:54][C:55]1[CH:60]=[CH:59][C:58]([CH2:61][C:62]2[C:63]([O:70][C@@H:71]3[O:79][C@H:78]([CH2:80][OH:81])[C@@H:76]([OH:77])[C@H:74]([OH:75])[C@H:72]3[OH:73])=[N:64][NH:65][C:66]=2[CH:67]([CH3:69])[CH3:68])=[C:57]([CH3:82])[CH:56]=1)C(=O)N)=O)C1C=CC=CC=1>>[C@@H:71]1([O:70][C:63]2[C:62]([CH2:61][C:58]3[CH:59]=[CH:60][C:55]([O:54][CH2:53][CH2:52][CH2:51][NH:17][CH2:16][CH2:15][C:14]([N:11]4[CH2:10][CH2:9][N:8]([CH2:1][C:2]5[CH:3]=[CH:4][CH:5]=[CH:6][CH:7]=5)[CH2:13][CH2:12]4)=[O:30])=[CH:56][C:57]=3[CH3:82])=[C:66]([CH:67]([CH3:68])[CH3:69])[NH:65][N:64]=2)[O:79][C@H:78]([CH2:80][OH:81])[C@@H:76]([OH:77])[C@H:74]([OH:75])[C@H:72]1[OH:73].[C@@H:71]1([O:70][C:63]2[C:62]([CH2:61][C:58]3[CH:59]=[CH:60][C:55]([O:54][CH2:53][CH2:52][CH2:51][NH:17][CH2:16][CH2:15][C:14]([N:11]4[CH2:10][CH2:9][NH:8][CH2:13][CH2:12]4)=[O:30])=[CH:56][C:57]=3[CH3:82])=[C:66]([CH:67]([CH3:68])[CH3:69])[NH:65][N:64]=2)[O:79][C@H:78]([CH2:80][OH:81])[C@@H:76]([OH:77])[C@H:74]([OH:75])[C@H:72]1[OH:73]. Product: [C@@H]1([C@H](O)[C@@H](O)[C@H](O)[C@H](O1)CO)OC1=NNC(=C1CC1=C(C=C(C=C1)OCCCNCCC(=O)N1CCN(CC1)CC1=CC=CC=C1)C)C(C)C (3-(β-D-Glucopyranosyloxy)-5-isopropyl-4-{[4-(3-{2-[(4-benzylpiperazin-1-yl)carbonyl]ethylamino}propoxy)-2-methylphenyl]methyl}-1H-pyrazole), [C@@H]1([C@H](O)[C@@H](O)[C@H](O)[C@H](O1)CO)OC1=NNC(=C1CC1=C(C=C(C=C1)OCCCNCCC(=O)N1CCNCC1)C)C(C)C (3-(β-D-Glucopyranosyloxy)-5-isopropyl-4-{[4-(3-{2-[(piperazin-1-yl)carbonyl]ethylamino}propoxy)-2-methylphenyl]methyl}-1H-pyrazole). Procedure details: 3-(β-D-Glucopyranosyloxy)-5-isopropyl-4-{[4-(3-{2-[(4-benzylpiperazin-1-yl)carbonyl]ethylamino}propoxy)-2-methylphenyl]methyl}-1H-pyrazole was prepared in a similar manner to that described in Example 51 using 4-benzyl-1-[3-(2-nitrobenzenesulfonylamino)propionyl]piperazine instead of 2-methyl-2-(2-nitrobenzenesulfonylamino)propionamide. Then the title compound was prepared in a similar manner to that described in Example 79 using this material instead of 4-[(4-{3-[(S)-5-benzyloxycarbonylamino-1-... Reactants: C(C1=CC=CC=C1)N1CCN(CC1)C(CCNS(=O)(=O)C1=C(C=CC=C1)[N+](=O)[O-])=O (4-benzyl-1-[3-(2-nitrobenzenesulfonylamino)propionyl]piperazine), C(C1=CC=CC=C1)OC(=O)NCCCC[C@@H](C(N)=O)NCCCOC1=CC(=C(C=C1)CC=1C(=NNC1C(C)C)O[C@H]1[C@H](O)[C@@H](O)[C@H](O)[C@H](O1)CO)C (4-[(4-{3-[(S)-5-benzyloxycarbonylamino-1-(carbamoyl)pentylamino]propoxy}-2-methylphenyl)methyl]-3-(β-D-glucopyranosyloxy)-5-isopropyl-1H-pyrazole). The reactants are FC(OC1=C(C=CC=C1)N1CCNCC1)(F)F (1-(2-trifluoromethoxyphenyl)piperazine). The solvent is CCOCC (Et2O). Conditions: temperature 120 celsius. The product is FC(OC1=C(C=CC=C1)NCCN1CCN(CC1)C1=C(C=CC=C1)OC(F)(F)F)(F)F (1-[N-(2-trifluoromethoxyphenyl)-2-aminoethyl]-4-(2-trifluoromethoxyphenyl)piperazine). Yield: 41.0%. RXN SMILES: [F:1][C:2]([F:17])([F:16])[O:3][C:4]1[CH:9]=[CH:8][CH:7]=[CH:6][C:5]=1[N:10]1[CH2:15][CH2:14][NH:13][CH2:12][CH2:11]1>CCOCC>[F:1][C:2]([F:16])([F:17])[O:3][C:4]1[CH:9]=[CH:8][CH:7]=[CH:6][C:5]=1[NH:10][CH2:11][CH2:12][N:13]1[CH2:14][CH2:15][N:10]([C:5]2[CH:6]=[CH:7][CH:8]=[CH:9][C:4]=2[O:3][C:2]([F:1])([F:16])[F:17])[CH2:11][CH2:12]1. Reported procedure: The title compound was obtained following the procedure described for example 54, but using 1-(2-trifluoromethoxyphenyl)piperazine in place of 1-(4-nitro-2-methoxyphenyl)piperazine. The reaction mixture was heated at 120° C. for 8 h. The residue obtained by usual work-up and extraction with Et2O was purified by flash chromatography (petroleum ether-EtOAc gradient from 90:10 to 80:20) to afford the title compound. Yield: 41%.